From a dataset of the Open Reaction Database (ORD), a public repository of structured organic reaction records. describe an organic reaction: reactants, conditions, products, and yield Reactants: NC1=NC=C(C(=O)OC)C=C1 (methyl 6-aminonicotinate), II (iodine). Conditions: temperature 25 celsius, time 72 hour. Yield: 75.5%. Solvent: CO (methanol). As a reaction SMILES: [NH2:1][C:2]1[CH:11]=[CH:10][C:5]([C:6]([O:8][CH3:9])=[O:7])=[CH:4][N:3]=1.[I:12]I>CO.[Ag+].FC(F)(F)C([O-])=O>[CH3:9][O:8][C:6](=[O:7])[C:5]1[CH:10]=[C:11]([I:12])[C:2]([NH2:1])=[N:3][CH:4]=1 |f:3.4|. The product is COC(C1=CN=C(C(=C1)I)N)=O (6-amino-5-iodo-nicotinic acid methyl ester). The reagents and catalysts are [Ag+].FC(C(=O)[O-])(F)F (trifluoroacetic acid silver salt). Procedure: To a stirred suspension of methyl 6-aminonicotinate (10 g, 65.7 mmol) and trifluoroacetic acid silver salt (36.3 g, 164.3 mmol) in methanol (250 mL) was added iodine (41.7 g, 164.3 mmol) at 25° C. and the reaction mixture was stirred at 25° C. for 72 h. The mixture was filtered, washed with methanol and concentrated in vacuo. The residue was dissolved in ethyl acetate and washed consecutively with a saturated sodium thiosulfate solution, brine and dried over anhydrous sodium sulfate. The solvent... Starting materials: FC=1C=CC(=C(C1)C)I (5-Fluoro-2-iodotoluene), CN(C)C=O (DMF). Reagents/catalysts: [C-]#N.[C-]#N.[Zn+2] (Zn(CN)2), C=1C=CC(=CC1)[P](C=2C=CC=CC2)(C=3C=CC=CC3)[Pd]([P](C=4C=CC=CC4)(C=5C=CC=CC5)C=6C=CC=CC6)([P](C=7C=CC=CC7)(C=8C=CC=CC8)C=9C=CC=CC9)[P](C=1C=CC=CC1)(C=1C=CC=CC1)C=1C=CC=CC1 (Pd(PPh3)4). Conditions: temperature 80 celsius, time 1.5 hour. Product: FC1=CC(=C(C#N)C=C1)C (4-Fluoro-2-methylbenzonitrile). RXN SMILES: [F:1][C:2]1[CH:3]=[CH:4][C:5](I)=[C:6]([CH3:8])[CH:7]=1.[CH3:10][N:11](C=O)C>[C-]#N.[C-]#N.[Zn+2].C1C=CC([P]([Pd]([P](C2C=CC=CC=2)(C2C=CC=CC=2)C2C=CC=CC=2)([P](C2C=CC=CC=2)(C2C=CC=CC=2)C2C=CC=CC=2)[P](C2C=CC=CC=2)(C2C=CC=CC=2)C2C=CC=CC=2)(C2C=CC=CC=2)C2C=CC=CC=2)=CC=1>[F:1][C:2]1[CH:3]=[CH:4][C:5]([C:10]#[N:11])=[C:6]([CH3:8])[CH:7]=1 |f:2.3.4,^1:23,25,44,63|. Reported procedure: 5-Fluoro-2-iodotoluene (3 g, 12.7 mmol) was stirred in DMF (40 mL) under argon and Zn(CN)2 (1.94 g, 16.5 mmol) and Pd(PPh3)4 (1.47 g, 1.27 mmol) were added. The reaction was stirred at 80° C. for 1.5 hours. The reaction was partitioned between ethyl acetate and water and the organic layer was washed with brine and dried over anhydrous Na2-SO4. The solvent was removed under reduced pressure to afford a yellow solid (2.90 g), confirmed by GC MS. Starting materials: BrC=1C=C(C=CC1)C1=CC=C2C=CC3=CC=CC4=CC=C1C2=C34 (1-(3-bromophenyl)pyrene), CC1(C=C(C=C2C=C3C(C=C4C5=CC=CC=C5C5=CC=CC=C5C4=C3)=C12)B1OC(C(O1)(C)C)(C)C)C (2-(10,10-dimethyl-10H-indeno[1,2-b]triphenylen-12-yl)-4,4,5,5-tetramethyl-1,3,2-dioxaborolane), tetrakis(triphenyl phosphine)palladium, C(=O)([O-])[O-].[Na+].[Na+] (Na2CO3), CCO (EtOH). Solvent: C1(=CC=CC=C1)C (toluene), CO (MeOH). Reaction conditions: temperature 90 celsius. The product is CC1(C=C(C=C2C=C3C=C4C=5C=CC=CC5C=5C=CC=CC5C4=CC3=C12)C1=CC(=CC=C1)C1=CC=C2C=CC3=CC=CC4=CC=C1C2=C34)C (10,10-dimethyl-12-(3-(pyren-1-yl)phenyl)-10H-indeno[2,1-b]triphenylene). Yield: 57.0%. As a reaction SMILES: Br[C:2]1[CH:3]=[C:4]([C:8]2[C:21]3[C:22]4=[C:23]5[C:18](=[CH:19][CH:20]=3)[CH:17]=[CH:16][CH:15]=[C:14]5[CH:13]=[CH:12][C:11]4=[CH:10][CH:9]=2)[CH:5]=[CH:6][CH:7]=1.[CH3:24][C:25]1([CH3:59])[C:49]2[C:29]([CH:30]=[C:31]3[CH:48]=[C:47]4[C:34]([C:35]5[C:40]([C:41]6[C:46]4=[CH:45][CH:44]=[CH:43][CH:42]=6)=[CH:39][CH:38]=[CH:37][CH:36]=5)=[CH:33][C:32]3=2)=[CH:28][C:27](B2OC(C)(C)C(C)(C)O2)=[CH:26]1.C([O-])([O-])=O.[Na+].[Na+].CCO>CO.C1(C)C=CC=CC=1>[CH3:59][C:25]1([CH3:24])[C:49]2[C:29]([CH:30]=[C:31]3[C:32]=2[CH:33]=[C:34]2[C:47]([C:46]4[CH:45]=[CH:44][CH:43]=[CH:42][C:41]=4[C:40]4[CH:39]=[CH:38][CH:37]=[CH:36][C:35]=42)=[CH:48]3)=[CH:28][C:27]([C:6]2[CH:7]=[CH:2][CH:3]=[C:4]([C:8]3[C:21]4[C:22]5=[C:23]6[C:18](=[CH:19][CH:20]=4)[CH:17]=[CH:16][CH:15]=[C:14]6[CH:13]=[CH:12][C:11]5=[CH:10][CH:9]=3)[CH:5]=2)=[CH:26]1 |f:2.3.4|. Procedure: A mixture of 5 g (14 mmol) of 1-(3-bromophenyl)pyrene, 7.53 g (16 mmol) of 2-(10,10-dimethyl-10H-indeno[1,2-b]triphenylen-12-yl)-4,4,5,5-tetramethyl-1,3,2-dioxaborolane, 0.16 g (0.14 mmol) of tetrakis(triphenyl phosphine)palladium, 11 ml of 2M Na2CO3, 30 ml of EtOH and 65 ml toluene was degassed and placed under nitrogen, and then heated at 90° C. for 4 h. After finishing the reaction, the mixture was allowed to cool to room temperature. Than 500 ml MeOH was added, while stirring and the precipi... Product: CCN(C)Cc1cc(-c2cc(C(N)=O)c3[nH]cc(C4CCN(S(=O)(=O)CC)CC4)c3c2)cs1. The reactants are CC(=O)O[BH-](OC(C)=O)OC(C)=O, CCS(=O)(=O)N1CCC(c2c[nH]c3c(C(N)=O)cc(-c4csc(C=O)c4)cc23)CC1, CCNC, CC(=O)O, CS(C)=O, [Na+]. Reaction SMILES: [C:39]([O:40][BH-:41]([O:42][C:43](=[O:44])[CH3:45])[O:46][C:47](=[O:48])[CH3:49])(=[O:50])[CH3:51].[CH2:1]([CH3:2])[S:3](=[O:4])(=[O:5])[N:6]1[CH2:7][CH2:8][CH:9]([c:12]2[cH:13][nH:14][c:15]3[c:16]([C:28](=[O:29])[NH2:30])[cH:17][c:18](-[c:21]4[cH:22][s:23][c:24]([CH:26]=[O:27])[cH:25]4)[cH:19][c:20]23)[CH2:10][CH2:11]1.[CH2:35]([CH3:36])[NH:37][CH3:38].[CH3:31][C:32](=[O:33])[OH:34].[CH3:53][S:54]([CH3:55])=[O:56].[Na+:52]>>[CH2:1]([CH3:2])[S:3](=[O:4])(=[O:5])[N:6]1[CH2:7][CH2:8][CH:9]([c:12]2[cH:13][nH:14][c:15]3[c:16]([C:28](=[O:29])[NH2:30])[cH:17][c:18](-[c:21]4[cH:22][s:23][c:24]([CH2:26][N:37]([CH2:35][CH3:36])[CH3:38])[cH:25]4)[cH:19][c:20]23)[CH2:10][CH2:11]1. The reactants are N1C[C@H](CC1)NC(=O)C12CC3CC(CC(C1)C3)C2 ((S)-N-(Pyrrolidin-3-yl)-1-adamantanecarboxamide), C1(=CC=C(C=C1)S(=O)(=O)OCCCC1=CC=C(C=C1)F)C (3-(4-fluorophenyl)propyl p-toluenesulfonate). Yields the product FC1=CC=C(C=C1)CCCN1C[C@H](CC1)NC(=O)C12CC3CC(CC(C1)C3)C2 ((S)-N-(1-(3-(4-fluorophenyl)propyl)pyrrolidin-3-yl)-1-adamantanecarboxamide). Isolated yield 19.4%. RXN SMILES: [NH:1]1[CH2:5][CH2:4][C@H:3]([NH:6][C:7]([C:9]23[CH2:18][CH:13]4[CH2:14][CH:15]([CH2:17][CH:11]([CH2:12]4)[CH2:10]2)[CH2:16]3)=[O:8])[CH2:2]1.C1(C)C=CC(S(O[CH2:29][CH2:30][CH2:31][C:32]2[CH:37]=[CH:36][C:35]([F:38])=[CH:34][CH:33]=2)(=O)=O)=CC=1>>[F:38][C:35]1[CH:36]=[CH:37][C:32]([CH2:31][CH2:30][CH2:29][N:1]2[CH2:5][CH2:4][C@H:3]([NH:6][C:7]([C:9]34[CH2:18][CH:13]5[CH2:14][CH:15]([CH2:17][CH:11]([CH2:12]5)[CH2:10]3)[CH2:16]4)=[O:8])[CH2:2]2)=[CH:33][CH:34]=1. Procedure: (S)-N-(Pyrrolidin-3-yl)-1-adamantanecarboxamide (0.5 g) and 3-(4-fluorophenyl)propyl p-toluenesulfonate (0.92 g) were reacted under the same conditions as in Example 6 to give (S)-N-(1-(3-(4-fluorophenyl)propyl)pyrrolidin-3-yl)-1-adamantanecarboxamide (0.15 g), melting point 114-115° C.